Dataset: the Open Reaction Database (ORD), a public repository of structured organic reaction records. Task: describe an organic reaction: reactants, conditions, products, and yield Reactants: C(C1=CC=CC=C1)OC(=O)Cl (Benzyloxycarbonyl chloride), C(C)(C)(C)OC(=O)[C@@]12CN(C([C@@H]2[C@H](CC1)F)=O)[C@H](C)C1=CC=CC=C1 ({(1S,5R,6S)-6-Fluoro-4-oxo-3-[(1R)-1-phenylethyl]-3-azabicyclo[3,3,0]octan-1-yl}carboxylic acid tert-butyl ester), C(C)O (ethanol), O (water). Run in O1CCCC1 (tetrahydrofuran), C(C)N(CC)CC (triethylamine). Reaction conditions: time 2 hour. Yields the product C(C)(C)(C)OC(=O)[C@@]12CN(C[C@H]2[C@H](CC1)F)C(=O)OCC1=CC=CC=C1 ({(1S,5S,6S)-3-Benzyloxycarbonyl-6-fluoro-3-azabicyclo[3,3,0]octan-1-yl}carboxylic acid tert-butyl ester). Isolated yield 85.2%. Reaction SMILES: [C:1]([O:5][C:6]([C@@:8]12[CH2:15][CH2:14][C@H:13]([F:16])[C@H:12]1[C:11](=O)[N:10]([C@@H](C1C=CC=CC=1)C)[CH2:9]2)=[O:7])([CH3:4])([CH3:3])[CH3:2].C(O)C.O.[CH2:30]([O:37][C:38](Cl)=[O:39])[C:31]1[CH:36]=[CH:35][CH:34]=[CH:33][CH:32]=1>O1CCCC1.C(N(CC)CC)C>[C:1]([O:5][C:6]([C@@:8]12[CH2:15][CH2:14][C@H:13]([F:16])[C@@H:12]1[CH2:11][N:10]([C:38]([O:37][CH2:30][C:31]1[CH:36]=[CH:35][CH:34]=[CH:33][CH:32]=1)=[O:39])[CH2:9]2)=[O:7])([CH3:4])([CH3:2])[CH3:3]. Reported procedure: {(1S,5R,6S)-6-Fluoro-4-oxo-3-[(1R)-1-phenylethyl]-3-azabicyclo[3,3,0]octan-1-yl}carboxylic acid tert-butyl ester (402 mg, 1.16 mmol) was dissolved in tetrahydrofuran (20 mL), and a 1 M borane-tetrahydrofuran complex (5.79 mL, 5.79 mmol) was added dropwise in a nitrogen atmosphere. After two hours, a 1 M borane-tetrahydrofuran complex (3.47 mL, 3.47 mmol) was added; after 14 hours, a 1 M borane-tetrahydrofuran complex (3.47 mL, 3.47 mmol) was further added. After stirring for 2.5 hours, ethanol (... Starting materials: Cl, Cc1cnc(NCC(F)(F)c2ccccn2)c(=O)n1CC(=O)O, NCCc1ccncc1. Yields the product Cc1cnc(NCC(F)(F)c2ccccn2)c(=O)n1CC(=O)NCCc1ccncc1. Reaction SMILES: [ClH:33].[F:1][C:2]([CH2:3][NH:4][c:5]1[c:6](=[O:16])[n:7]([CH2:12][C:13](=[O:14])[OH:15])[c:8]([CH3:11])[cH:9][n:10]1)([c:17]1[n:18][cH:19][cH:20][cH:21][cH:22]1)[F:23].[NH2:24][CH2:25][CH2:26][c:27]1[cH:28][cH:29][n:30][cH:31][cH:32]1>>[F:1][C:2]([CH2:3][NH:4][c:5]1[c:6](=[O:16])[n:7]([CH2:12][C:13](=[O:15])[NH:24][CH2:25][CH2:26][c:27]2[cH:28][cH:29][n:30][cH:31][cH:32]2)[c:8]([CH3:11])[cH:9][n:10]1)([c:17]1[n:18][cH:19][cH:20][cH:21][cH:22]1)[F:23].